This data is from the Open Reaction Database (ORD), a public repository of structured organic reaction records. The task is: describe an organic reaction: reactants, conditions, products, and yield Run in ClCCl (dichloromethane). Product: CN(CC1=CC(=CC=C1)C(NC1=C(C=C(C=C1)N1CCCCC1)C1=NC=CC(=C1)C(NCC1=CC(=CC=C1)C(F)(F)F)=O)=O)CCOCCOCCOCCC(=O)O (2-methyl-1-(3-((4-(piperidin-1-yl)-2-(4-((3-(trifluoromethyl)benzyl)-carbamoyl)pyridin-2-yl)phenyl)carbamoyl)phenyl)-5,8,11-trioxa-2-azatetradecan-14-oic acid). Procedure details: Into a 50-mL round-bottom flask, was placed a solution of tert-butyl 3-(2-(2-(2-((3-((2-(4-((3-(trifluoromethyl)benzyl)carbamoyl)pyridin-2-yl)-4-(piperidin-1-yl)phenyl)-carbamoyl)benzyl)(methyl)amino)ethoxy)ethoxy)ethoxy)propanoate (264 mg, 0.31 mmol, 1.00 equiv) in dichloromethane (2 mL), and trifluoroacetic acid (1 mL). The resulting solution was stirred for 2 h at room temperature. The resulting mixture was concentrated under vacuum. The crude product (200 mg) was purified by reverse phase HP... Conditions: time 2 hour. The reactants are FC(C=1C=C(CNC(=O)C2=CC(=NC=C2)C2=C(C=CC(=C2)N2CCCCC2)NC(=O)C=2C=C(CN(CCOCCOCCOCCC(=O)OC(C)(C)C)C)C=CC2)C=CC1)(F)F (tert-butyl 3-(2-(2-(2-((3-((2-(4-((3-(trifluoromethyl)benzyl)carbamoyl)pyridin-2-yl)-4-(piperidin-1-yl)phenyl)-carbamoyl)benzyl)(methyl)amino)ethoxy)ethoxy)ethoxy)propanoate), FC(C(=O)O)(F)F (trifluoroacetic acid). Reaction SMILES: [F:1][C:2]([F:62])([F:61])[C:3]1[CH:4]=[C:5]([CH:58]=[CH:59][CH:60]=1)[CH2:6][NH:7][C:8]([C:10]1[CH:15]=[CH:14][N:13]=[C:12]([C:16]2[CH:21]=[C:20]([N:22]3[CH2:27][CH2:26][CH2:25][CH2:24][CH2:23]3)[CH:19]=[CH:18][C:17]=2[NH:28][C:29]([C:31]2[CH:32]=[C:33]([CH:55]=[CH:56][CH:57]=2)[CH2:34][N:35]([CH3:54])[CH2:36][CH2:37][O:38][CH2:39][CH2:40][O:41][CH2:42][CH2:43][O:44][CH2:45][CH2:46][C:47]([O:49]C(C)(C)C)=[O:48])=[O:30])[CH:11]=1)=[O:9].FC(F)(F)C(O)=O>ClCCl>[CH3:54][N:35]([CH2:36][CH2:37][O:38][CH2:39][CH2:40][O:41][CH2:42][CH2:43][O:44][CH2:45][CH2:46][C:47]([OH:49])=[O:48])[CH2:34][C:33]1[CH:55]=[CH:56][CH:57]=[C:31]([C:29](=[O:30])[NH:28][C:17]2[CH:18]=[CH:19][C:20]([N:22]3[CH2:23][CH2:24][CH2:25][CH2:26][CH2:27]3)=[CH:21][C:16]=2[C:12]2[CH:11]=[C:10]([C:8](=[O:9])[NH:7][CH2:6][C:5]3[CH:58]=[CH:59][CH:60]=[C:3]([C:2]([F:1])([F:61])[F:62])[CH:4]=3)[CH:15]=[CH:14][N:13]=2)[CH:32]=1.